Dataset: the Open Reaction Database (ORD), a public repository of structured organic reaction records. Task: describe an organic reaction: reactants, conditions, products, and yield Starting materials: C(=O)(OCC1=CC=CC=C1)N1[C@H](C(=O)O)CC(C1)(CC=1SC=CC1)O (N-carbobenzyloxy-4-hydroxy-4-[(2-thienyl)methyl]-L-proline), C(=O)(OCC1=CC=CC=C1)N1[C@H](C(=O)O)CC(C1)(CC=1SC=CC1)O (N-Carbobenzyloxy-4-hydroxy-4-[(2-thienyl)methyl]-L-proline), C(C)(=O)SCCC(=O)N1[C@H](C(=O)O)CC(C1)(CC=1SC=CC1)O (1-[3-(Acetylthio)-1-oxopropyl]-4-hydroxy-4-[(2-thienyl)methyl]-L-proline). The product is OC1(C[C@H](NC1)C(=O)O)CC=1SC=CC1 (4-hydroxy-4-[(2-thienyl)methyl]-L-proline). As a reaction SMILES: C([N:11]1[CH2:18][C:17]([OH:25])([CH2:19][C:20]2[S:21][CH:22]=[CH:23][CH:24]=2)[CH2:16][C@H:12]1[C:13]([OH:15])=[O:14])(OCC1C=CC=CC=1)=O.C(SCCC(N1CC(O)(CC2SC=CC=2)C[C@H]1C(O)=O)=O)(=O)C>>[OH:25][C:17]1([CH2:19][C:20]2[S:21][CH:22]=[CH:23][CH:24]=2)[CH2:18][NH:11][C@H:12]([C:13]([OH:15])=[O:14])[CH2:16]1. Reported procedure: The N-carbobenzyloxy-4-hydroxy-4-[(2-thienyl)methyl]-L-proline from part (a) is hydrogenated according to the procedure of Example 1 (b) to yield 4-hydroxy-4-[(2-thienyl)methyl]-L-proline. This amino acid is then reacted with 3-acetylthiopropionyl chloride according to the procedure of Example 1 (c) to yield 1-[3-(actylthio)-1-oxopropyl]-4-hydroxy-4-[(2-thienyl)methyl]-L-proline. Reactants: ClC(C(=O)OC)Cl (methyl dichloroacetate), COC(C=C)=O (acrylic acid methyl ester), C[O-].[Na+] (sodium methoxide). Yields the product ClC(C(=O)OC)(CCC(=O)OC)Cl (dimethyl 2,2-dichloroglutarate). Reaction SMILES: [Cl:1][CH:2]([Cl:7])[C:3]([O:5][CH3:6])=[O:4].[CH3:8][O:9][C:10](=[O:13])[CH:11]=[CH2:12].C[O-].[Na+]>>[Cl:1][C:2]([Cl:7])([CH2:12][CH2:11][C:10]([O:9][CH3:8])=[O:13])[C:3]([O:5][CH3:6])=[O:4] |f:2.3|. Procedure details: reacting methyl dichloroacetate and acrylic acid methyl ester with sodium methoxide to obtain dimethyl 2,2-dichloroglutarate; The reactants are CCOC(=O)CN(Cc1ccccc1)S(=O)(=O)c1ccccc1C(F)(F)F, CCO, NN, O. Product: NNC(=O)CN(Cc1ccccc1)S(=O)(=O)c1ccccc1C(F)(F)F. As a reaction SMILES: [CH2:1]([O:3][C:4](=[O:2])[CH2:5][N:6]([S:7](=[O:8])(=[O:9])[c:10]1[c:11]([C:16]([F:17])([F:18])[F:19])[cH:12][cH:13][cH:14][cH:15]1)[CH2:20][c:21]1[cH:22][cH:23][cH:24][cH:25][cH:26]1)[CH3:27].[CH3:31][CH2:32][OH:33].[NH2:29][NH2:30].[OH2:28]>>[O:3]=[C:4]([CH2:5][N:6]([S:7](=[O:8])(=[O:9])[c:10]1[c:11]([C:16]([F:17])([F:18])[F:19])[cH:12][cH:13][cH:14][cH:15]1)[CH2:20][c:21]1[cH:22][cH:23][cH:24][cH:25][cH:26]1)[NH:29][NH2:30]. The reactants are OCCCCCCOC(=O)C=1C(C(=C(NC1C)C)C(=O)OC)C1=CC(=CC=C1)[N+](=O)[O-] (1,4-dihydro-2,6-dimethyl-4-(3-nitrophenyl)pyridine-3,5-dicarboxylic acid 3-methyl ester 5-(6-hydroxyhexyl) ester), S(=O)(=O)(C1=CC=C(C)C=C1)Cl (tosyl chloride), O (water), N1=CC=CC=C1 (pyridine). The solvent is C(Cl)(Cl)Cl (chloroform). Conditions: time 2 hour. The product is S(=O)(=O)(C1=CC=C(C)C=C1)OCCCCCCOC(=O)C=1C(C(=C(NC1C)C)C(=O)OC)C1=CC(=CC=C1)[N+](=O)[O-] (1,4-dihydro- 2,6-dimethyl-4-(3-nitrophenyl)pyridine-3,5-dicarboxylic acid 3-methyl ester 5-(6-tosyloxyhexyl) ester). Yield: 62.4%. As a reaction SMILES: [OH:1][CH2:2][CH2:3][CH2:4][CH2:5][CH2:6][CH2:7][O:8][C:9]([C:11]1[CH:12]([C:23]2[CH:28]=[CH:27][CH:26]=[C:25]([N+:29]([O-:31])=[O:30])[CH:24]=2)[C:13]([C:19]([O:21][CH3:22])=[O:20])=[C:14]([CH3:18])[NH:15][C:16]=1[CH3:17])=[O:10].[S:32](Cl)([C:35]1[CH:41]=[CH:40][C:38]([CH3:39])=[CH:37][CH:36]=1)(=[O:34])=[O:33].N1C=CC=CC=1.O>C(Cl)(Cl)Cl>[S:32]([O:1][CH2:2][CH2:3][CH2:4][CH2:5][CH2:6][CH2:7][O:8][C:9]([C:11]1[CH:12]([C:23]2[CH:28]=[CH:27][CH:26]=[C:25]([N+:29]([O-:31])=[O:30])[CH:24]=2)[C:13]([C:19]([O:21][CH3:22])=[O:20])=[C:14]([CH3:18])[NH:15][C:16]=1[CH3:17])=[O:10])([C:35]1[CH:41]=[CH:40][C:38]([CH3:39])=[CH:37][CH:36]=1)(=[O:34])=[O:33]. Procedure: 43.3 g (0.10 mole) of the 1,4-dihydro-2,6-dimethyl-4-(3-nitrophenyl)pyridine-3,5-dicarboxylic acid 3-methyl ester 5-(6-hydroxyhexyl) ester produced in Step i described above was dissolved along with 29.5 g (0.16 mole) of tosyl chloride in 200 ml of chloroform, to which was added dropwise 25.0 g (0.32 mole) of pyridine with stirring under ice cooling. This reaction mixture was allowed to stand at room temperature for 2 hours, then, after adding 100 ml of water, was stirred for 3 hours. The chloro... Starting materials: BrC1=C2C=NN(C2=CC=C1)C1=CC(=C(C=C1)OCC1=CC=CC=C1)F (4-Bromo-1-{3-fluoro-4-[(phenylmethyl)oxy]phenyl}-1H-indazole), [OH-].[K+] (potassium hydroxide), Cl (hydrochloric acid). Reagents/catalysts: C=1C=CC(=CC1)/C=C/C(=O)/C=C/C2=CC=CC=C2.C=1C=CC(=CC1)/C=C/C(=O)/C=C/C2=CC=CC=C2.C=1C=CC(=CC1)/C=C/C(=O)/C=C/C2=CC=CC=C2.[Pd].[Pd] (tris(dibenzylideneacetone)dipalladium), CC(C)(C)P(C1=C(C=CC=C1)C1=C(C=C(C=C1C(C)C)C(C)C)C(C)C)C(C)(C)C (bis(1,1-dimethylethyl)[2′,4′,6′-tris(1-methylethyl)-2-biphenylyl]phosphane). Solvent: O1CCOCC1 (dioxane), O (water), C(C)(=O)OCC (ethyl acetate), O (water). Conditions: temperature 90 celsius. Yields the product FC=1C=C(C=CC1OCC1=CC=CC=C1)N1N=CC=2C(=CC=CC12)O (1-{3-Fluoro-4-[(phenylmethyl)oxy]phenyl}-1H-indazol-4-ol). Isolated yield 86.1%. RXN SMILES: Br[C:2]1[CH:10]=[CH:9][CH:8]=[C:7]2[C:3]=1[CH:4]=[N:5][N:6]2[C:11]1[CH:16]=[CH:15][C:14]([O:17][CH2:18][C:19]2[CH:24]=[CH:23][CH:22]=[CH:21][CH:20]=2)=[C:13]([F:25])[CH:12]=1.[OH-:26].[K+].Cl>O1CCOCC1.O.C(OCC)(=O)C.C1C=CC(/C=C/C(/C=C/C2C=CC=CC=2)=O)=CC=1.C1C=CC(/C=C/C(/C=C/C2C=CC=CC=2)=O)=CC=1.C1C=CC(/C=C/C(/C=C/C2C=CC=CC=2)=O)=CC=1.[Pd].[Pd].CC(P(C(C)(C)C)C1C=CC=CC=1C1C(C(C)C)=CC(C(C)C)=CC=1C(C)C)(C)C>[F:25][C:13]1[CH:12]=[C:11]([N:6]2[C:7]3[CH:8]=[CH:9][CH:10]=[C:2]([OH:26])[C:3]=3[CH:4]=[N:5]2)[CH:16]=[CH:15][C:14]=1[O:17][CH2:18][C:19]1[CH:24]=[CH:23][CH:22]=[CH:21][CH:20]=1 |f:1.2,7.8.9.10.11|. Procedure: To a solution of 4-bromo-1-{3-fluoro-4-[(phenylmethyl)oxy]phenyl}-1H-indazole (D38) (5.25 g, 13.2 mmol) in dioxane (50 mL) and water (50 mL) was added potassium hydroxide (2.95 g, 52.7 mmol). The reaction mixture was degassed with argon and then treated with bis(1,1-dimethylethyl)[2′,4′,6′-tris(1-methylethyl)-2-biphenylyl]phosphane (336 mg, 0.79 mmol) and tris(dibenzylideneacetone)dipalladium (0) (242 mg, 0.26 mmol). After heating at 90° C. for 1 hour under argon, the mixture was allowed to cool... The reactants are O=C([O-])[O-], CCOC(C)=O, COc1ccc(-c2nc(O)nn2-c2ccc(OC)cc2)cc1, CN(C)C=O, CCI, [K+], [K+], C1CCOC1, O. Yields the product CCOc1nc(-c2ccc(OC)cc2)n(-c2ccc(OC)cc2)n1. As a reaction SMILES: [C:23](=[O:24])([O-:25])[O-:26].[C:43]([O:44][CH2:45][CH3:46])(=[O:47])[CH3:48].[CH3:1][O:2][c:3]1[cH:4][cH:5][c:6](-[n:9]2[n:10][c:11]([OH:22])[n:12][c:13]2-[c:14]2[cH:15][cH:16][c:17]([O:20][CH3:21])[cH:18][cH:19]2)[cH:7][cH:8]1.[CH3:33][N:34]([CH3:35])[CH:36]=[O:37].[I:29][CH2:30][CH3:31].[K+:27].[K+:28].[O:38]1[CH2:39][CH2:40][CH2:41][CH2:42]1.[OH2:32]>>[CH3:1][O:2][c:3]1[cH:4][cH:5][c:6](-[n:9]2[n:10][c:11]([O:22][CH2:30][CH3:31])[n:12][c:13]2-[c:14]2[cH:15][cH:16][c:17]([O:20][CH3:21])[cH:18][cH:19]2)[cH:7][cH:8]1. The reactants are SCCN1C=C2N(C(N(C(C2=C1C1=CC=CC=C1)=O)C)=O)C (6-(2-mercapto-ethyl)-1,3-dimethyl-5-phenyl-1,6-dihydro-pyrrolo[3,4-d]pyrimidine-2,4-dione), SCCN1C=C2N(C(N(C(C2=C1C1=CC=CC=C1)=O)C)=O)C (6-(2-mercapto-ethyl)-1,3-dimethyl-5-phenyl-1,6-dihydro-pyrrolo[3,4-d]pyrimidine-2,4-dione), [O-]S(=O)(=O)C(F)(F)F.[Bi+3].[O-]S(=O)(=O)C(F)(F)F.[O-]S(=O)(=O)C(F)(F)F (bismuth triflate), CC1=CC=C(O1)C=O (5-methylfuran-2-carbaldehyde). Run at temperature 100 celsius. Product: CN1C(N(C(C=2C1=C1C(SCCN1C2C2=CC=CC=C2)C=2OC(=CC2)C)=O)C)=O (1,3-Dimethyl-10-(5-methylfuran-2-yl)-5-phenyl-7,8-dihydro-1H-pyrimido[4′,5′:3,4]pyrrolo[2,1-c][1,4]thiazine-2,4(3H,10H)-dione). As a reaction SMILES: [SH:1][CH2:2][CH2:3][N:4]1[C:12]([C:13]2[CH:18]=[CH:17][CH:16]=[CH:15][CH:14]=2)=[C:11]2[C:6]([N:7]([CH3:22])[C:8](=[O:21])[N:9]([CH3:20])[C:10]2=[O:19])=[CH:5]1.[O-]S(C(F)(F)F)(=O)=O.[Bi+3].[O-]S(C(F)(F)F)(=O)=O.[O-]S(C(F)(F)F)(=O)=O.[CH3:48][C:49]1[O:53][C:52]([CH:54]=O)=[CH:51][CH:50]=1>C1(C)C=CC=CC=1>[CH3:22][N:7]1[C:6]2=[C:5]3[N:4]([C:12]([C:13]4[CH:18]=[CH:17][CH:16]=[CH:15][CH:14]=4)=[C:11]2[C:10](=[O:19])[N:9]([CH3:20])[C:8]1=[O:21])[CH2:3][CH2:2][S:1][CH:54]3[C:52]1[O:53][C:49]([CH3:48])=[CH:50][CH:51]=1 |f:1.2.3.4|. The solvent is C1(=CC=CC=C1)C (toluene). Procedure: To 6-(2-mercapto-ethyl)-1,3-dimethyl-5-phenyl-1,6-dihydro-pyrrolo[3,4-d]pyrimidine-2,4-dione (Intermediate A) (207 mg, 0.656 mmol) and bismuth triflate (43.1 mg, 0.066 mmol) in toluene (5 ml) was added 5-methylfuran-2-carbaldehyde (commercial) (0.065 ml, 0.656 mmol) the mixture heated to 100° C. for 1 hour. The reaction mixture was cooled to RT and the solvent was removed under reduced pressure. The residue was partitioned between EtOAc (20 mL) and water (20 mL) and the phases separated. The aqu... Reactants: O[C@@H]1C(OC2=C([C@H]1OC1=CC(CC1)=O)C=C(C=C2)C#N)(C)C (trans-3,4-dihydro-3-hydroxy-2,2-dimethyl-4-(3-oxo-1-cyclopent-1-enyloxy)-2H-1-benzopyran-6-carbonitrile), [H-].[Na+] (sodium hydride), CNC1=CC(N(C1)C)=O (4-(N-methyl-amino)-N-methyl-2(5H)-pyrrolon). Run in CS(=O)C (dimethylsulfoxide). Yields the product O[C@@H]1C(OC2=C([C@H]1N(C1=CC(N(C1)C)=O)C)C=C(C=C2)C#N)(C)C (trans-3,4-dihydro-3-hydroxy-2,2-dimethyl-4-[N-methyl-N-(N-methyl-2-oxo-pyrrol-4(5H)-yl)amino]-2 H-1-benzopyran-6-carbonitrile). RXN SMILES: [OH:1][C@H:2]1[C@H:7](OC2CCC(=O)C=2)[C:6]2[CH:15]=[C:16]([C:19]#[N:20])[CH:17]=[CH:18][C:5]=2[O:4][C:3]1([CH3:22])[CH3:21].[H-].[Na+].[CH3:25][NH:26][C:27]1[CH2:31][N:30]([CH3:32])[C:29](=[O:33])[CH:28]=1>CS(C)=O>[OH:1][C@H:2]1[C@H:7]([N:26]([CH3:25])[C:27]2[CH2:31][N:30]([CH3:32])[C:29](=[O:33])[CH:28]=2)[C:6]2[CH:15]=[C:16]([C:19]#[N:20])[CH:17]=[CH:18][C:5]=2[O:4][C:3]1([CH3:21])[CH3:22] |f:1.2|. Procedure details: 402 mg of the epoxide of example 1 in 4 ml of dimethylsulfoxide are reacted analogously to example 5 with 60 mg of sodium hydride and 25.2 mg of the amide obtained above. Usual work up yields the title compound having a m.p. of 266°-69° C.